The task is: describe an organic reaction: reactants, conditions, products, and yield. This data is from the Open Reaction Database (ORD), a public repository of structured organic reaction records. Starting materials: CC1=C(C=CC(=C1)C)N1CCN(CC1)C=1C=C(C=CC1)C1NC2=CC=C(C=C2CC1(C)C)C(=O)O (2-{3-[4-(2,4-dimethyl-phenyl)-piperazin-1-yl]-phenyl}-3,3-dimethyl-1,2,3,4-tetrahydro-quinoline-6-carboxylic acid), 1-3-dimethylaminopropyl-3-ethylcarbodiimide hydrochloride, CS(=O)(=O)N (methane sulfonamide). The reagents and catalysts are CN(C1=CC=NC=C1)C (4-dimethylaminopyridine). Run in ClCCl (dichloromethane). The product is CC1=C(C=CC(=C1)C)N1CCN(CC1)C=1C=C(C=CC1)C1NC2=CC=C(C=C2CC1(C)C)C(=O)NS(=O)(=O)C (N-(2-{3-[4-(2,4-Dimethyl-phenyl)-piperazin-1-yl]-phenyl}-3,3-dimethyl-1,2,3,4tetrahydro-quinoline-6-carbonyl)-methanesulfonamide). Yield: 29.6%. Reaction SMILES: [CH3:1][C:2]1[CH:7]=[C:6]([CH3:8])[CH:5]=[CH:4][C:3]=1[N:9]1[CH2:14][CH2:13][N:12]([C:15]2[CH:16]=[C:17]([CH:21]3[C:30]([CH3:32])([CH3:31])[CH2:29][C:28]4[C:23](=[CH:24][CH:25]=[C:26]([C:33](O)=[O:34])[CH:27]=4)[NH:22]3)[CH:18]=[CH:19][CH:20]=2)[CH2:11][CH2:10]1.[CH3:36][S:37]([NH2:40])(=[O:39])=[O:38]>CN(C)C1C=CN=CC=1.ClCCl>[CH3:1][C:2]1[CH:7]=[C:6]([CH3:8])[CH:5]=[CH:4][C:3]=1[N:9]1[CH2:14][CH2:13][N:12]([C:15]2[CH:16]=[C:17]([CH:21]3[C:30]([CH3:31])([CH3:32])[CH2:29][C:28]4[C:23](=[CH:24][CH:25]=[C:26]([C:33]([NH:40][S:37]([CH3:36])(=[O:39])=[O:38])=[O:34])[CH:27]=4)[NH:22]3)[CH:18]=[CH:19][CH:20]=2)[CH2:11][CH2:10]1. Procedure: A mixture of 2-{3-[4-(2,4-dimethyl-phenyl)-piperazin-1-yl]-phenyl}-3,3-dimethyl-1,2,3,4-tetrahydro-quinoline-6-carboxylic acid (100 mg, 0.21 mmol), 1-3-dimethylaminopropyl-3-ethylcarbodiimide hydrochloride (61 mg, 0.32 mmol), 4-dimethylaminopyridine (39 mg, 0.32 mmol), methane sulfonamide (60 mg, 0.63 mmol) in dichloromethane (10 mL) was refluxed for 12 hours. Removal of the solvent afforded an oil residue. Purification by Waters automated flash system (column: Xterra 30 mm×100 mm, sample manage... The reactants are [H-].[Na+] (sodium hydride), OC=1C(C(=CC=C(C1)C(C)C)CO)=O (2-hydroxy-7-hydroxymethyl-4-isopropyl-2,4,6-cycloheptatrien-1-one), C(CCC)I (butyl iodide). Run in ClCCl (dichloromethane), CN(C=O)C (dimethylformamide). Conditions: temperature 80 celsius. Product: C(CCC)OC=1C(C(=CC=C(C1)C(C)C)CO)=O (2-butoxy-7-hydroxymethyl-4-isopropyl-2,4,6-cycloheptatrien-1-one). Yield: 37.7%. As a reaction SMILES: [OH:1][C:2]1[C:3](=[O:14])[C:4]([CH2:12][OH:13])=[CH:5][CH:6]=[C:7]([CH:9]([CH3:11])[CH3:10])[CH:8]=1.[H-].[Na+].[CH2:17](I)[CH2:18][CH2:19][CH3:20]>CN(C)C=O.ClCCl>[CH2:17]([O:1][C:2]1[C:3](=[O:14])[C:4]([CH2:12][OH:13])=[CH:5][CH:6]=[C:7]([CH:9]([CH3:11])[CH3:10])[CH:8]=1)[CH2:18][CH2:19][CH3:20] |f:1.2|. Reported procedure: A solution of 2-hydroxy-7-hydroxymethyl-4-isopropyl-2,4,6-cycloheptatrien-1-one (1.26 g, 6.49 mmol) in dimethylformamide (5 ml) was stirred, and 60% oily sodium hydride (285 mg, 7.13 mmol) was added in small portions to the solution. Subsequently, butyl iodide (1.1 ml, 9.6 mmol) was added and the reaction solution was heated at 80° C. for 4 hours. The solution was diluted with dichloromethane, washed with water and dried over sodium sulfate. Solvent was distilled off under reduced pressure and t...